Dataset: the Open Reaction Database (ORD), a public repository of structured organic reaction records. Task: describe an organic reaction: reactants, conditions, products, and yield Starting materials: [N+](=[N-])=C(C(C)=O)P(OC)(OC)=O (dimethyl (1-diazo-2-oxopropyl)phosphonate), C1(CCCC1)C(CC=O)N1N=CC(=C1)C=1C2=C(N=CN1)N(C=C2)COCC[Si](C)(C)C (3-Cyclopentyl-3-[4-(7-[2-(trimethylsilyl)ethoxy]methyl-7H-pyrrolo[2,3-d]pyrimidin-4-yl)-1H-pyrazol-1-yl]propanal), C([O-])([O-])=O.[K+].[K+] (potassium carbonate). The solvent is CO (methanol), O (water), CO (methanol), CO (methanol). Conditions: time 16 hour. Product: C1(CCCC1)C(CC#C)N1N=CC(=C1)C=1C2=C(N=CN1)N(C=C2)COCC[Si](C)(C)C (4-[1-(1-Cyclopentylbut-3-yn-1-yl)-1H-pyrazol-4-yl]-7-[2-(trimethylsilyl)ethoxy]methyl-7H-pyrrolo[2,3-d]pyrimidine). As a reaction SMILES: [C:1](=O)([O-])[O-].[K+].[K+].[CH:7]1([CH:12]([N:16]2[CH:20]=[C:19]([C:21]3[C:22]4[CH:29]=[CH:28][N:27]([CH2:30][O:31][CH2:32][CH2:33][Si:34]([CH3:37])([CH3:36])[CH3:35])[C:23]=4[N:24]=[CH:25][N:26]=3)[CH:18]=[N:17]2)[CH2:13][CH:14]=O)[CH2:11][CH2:10][CH2:9][CH2:8]1.[N+](=C(P(=O)(OC)OC)C(=O)C)=[N-]>CO.O>[CH:7]1([CH:12]([N:16]2[CH:20]=[C:19]([C:21]3[C:22]4[CH:29]=[CH:28][N:27]([CH2:30][O:31][CH2:32][CH2:33][Si:34]([CH3:37])([CH3:35])[CH3:36])[C:23]=4[N:24]=[CH:25][N:26]=3)[CH:18]=[N:17]2)[CH2:13][C:14]#[CH:1])[CH2:11][CH2:10][CH2:9][CH2:8]1 |f:0.1.2|. Procedure details: To a mixture of potassium carbonate (38.4 mg, 0.278 mmol) in methanol (2.0 mL) at 0° C. was added a solution of 3-cyclopentyl-3-[4-(7-[2-(trimethylsilyl)ethoxy]methyl-7H-pyrrolo[2,3-d]-pyrimidin-4-yl)-1H-pyrazol-1-yl]propanal (prepared as in Example 727, step 4) (61.0 mg, 0.139 mmol) in methanol (1.0 mL), followed by a solution of dimethyl (1-diazo-2-oxopropyl)phosphonate (40.0 mg, 0.208 mmol) in methanol (1.0 mL). The mixture was slowly warmed to ambient temperature and stirred for 16 hours. Th... Starting materials: O (water), NC=1C(=NC=CC1)NCC1OCCO1 (3-amino-2-(1,3-dioxolan-2-ylmethyl)aminopyridine), C1(=CC=CC=C1)C (toluene), O=CC(=O)OCC (ethyl oxoacetate). Run in C(C)(=O)OCC (ethyl acetate), C(C)O (ethanol). Reaction conditions: time 30 minute. Product: O1C(OCC1)CN1C2=C(N=CC1=O)C=CC=N2 (4-(1,3-dioxolan-2-ylmethyl)pyrido(2,3-b)pyrazin-3(4H)-one). Reaction SMILES: [NH2:1][C:2]1[C:3]([NH:8][CH2:9][CH:10]2[O:14][CH2:13][CH2:12][O:11]2)=[N:4][CH:5]=[CH:6][CH:7]=1.C1(C)C=CC=CC=1.[O:22]=[CH:23][C:24](OCC)=O.O>C(O)C.C(OCC)(=O)C>[O:11]1[CH2:12][CH2:13][O:14][CH:10]1[CH2:9][N:8]1[C:23](=[O:22])[CH:24]=[N:1][C:2]2[CH:7]=[CH:6][CH:5]=[N:4][C:3]1=2. Procedure details: To a solution of 0.20 g of 3-amino-2-(1,3-dioxolan-2-ylmethyl)aminopyridine in 2 mL of ethanol, 0.25 g of a 45 to 50% toluene solution of ethyl oxoacetate was added, and the mixture was heated under reflux while stirring for 1 hour 30 minutes. The reaction mixture was cooled to room temperature, and thereto were added water and ethyl acetate. The organic layer was separated and the aqueous layer was extracted with ethyl acetate. The organic layer and the extract were combined, the resultant solu... The reactants are CC(=O)Oc1cccc(-c2noc(C)n2)c1, Cl. Product: Cc1nc(-c2cccc(O)c2)no1. Reaction SMILES: [C:1](=[O:2])([CH3:3])[O:4][c:5]1[cH:6][c:7](-[c:11]2[n:12][o:13][c:14]([CH3:16])[n:15]2)[cH:8][cH:9][cH:10]1.[ClH:17]>>[OH:4][c:5]1[cH:6][c:7](-[c:11]2[n:12][o:13][c:14]([CH3:16])[n:15]2)[cH:8][cH:9][cH:10]1. The reactants are BrC(Br)(Br)Br, C=CCc1cc(-c2ccccc2)ccc1OCCCO, CCOC(=O)C(Cc1ccc(O)cc1)OC, ClCCl, c1ccc(P(c2ccccc2)c2ccccc2)cc1. Yields the product C=CCc1cc(-c2ccccc2)ccc1OCCCOc1ccc(CC(OC)C(=O)OCC)cc1. As a reaction SMILES: [Br:21][C:22]([Br:23])([Br:24])[Br:25].[CH2:1]([CH:2]=[CH2:3])[c:4]1[cH:5][c:6](-[c:15]2[cH:16][cH:17][cH:18][cH:19][cH:20]2)[cH:7][cH:8][c:9]1[O:10][CH2:11][CH2:12][CH2:13][OH:14].[CH2:45]([CH3:46])[O:47][C:48]([CH:49]([CH2:50][c:51]1[cH:52][cH:53][c:54]([OH:57])[cH:55][cH:56]1)[O:58][CH3:59])=[O:60].[Cl:61][CH2:62][Cl:63].[c:26]1([P:27]([c:28]2[cH:29][cH:30][cH:31][cH:32][cH:33]2)[c:34]2[cH:35][cH:36][cH:37][cH:38][cH:39]2)[cH:40][cH:41][cH:42][cH:43][cH:44]1>>[CH2:1]([CH:2]=[CH2:3])[c:4]1[cH:5][c:6](-[c:15]2[cH:16][cH:17][cH:18][cH:19][cH:20]2)[cH:7][cH:8][c:9]1[O:10][CH2:11][CH2:12][CH2:13][O:14][c:54]1[cH:53][cH:52][c:51]([CH2:50][CH:49]([C:48]([O:47][CH2:45][CH3:46])=[O:60])[O:58][CH3:59])[cH:56][cH:55]1. Starting materials: O[C@H](C)[C@@H]1[C@H]2N(C(=C([C@@H]2C)OP(=O)(OC2=CC=CC=C2)OC2=CC=CC=C2)C(=O)OCC=C)C1=O (allyl (1R,5S,6S)-6-[(R)-1-hydroxyethyl]-1-methyl-2-diphenoxyphosphoryloxy-1-carbapen-2-em-3-carboxylate), C(C=C)OC(=O)N1[C@@H](C[C@@H](C1)S)CC1C[C@H](N(C1)C(=O)OCC=C)C(NC)=O ((2R,4S)-N-allyloxycarbonyl-2-[(2S)-N-allyloxycarbonyl-2-(methylcarbamoyl)pyrrolidin-4-ylmethyl]-4-mercaptopyrrolidine), C(C)(C)N(C(C)C)CC (N,N-diisopropylethylamine). The product is C(C=C)OC(=O)N1[C@@H](C[C@@H](C1)SC=1[C@@H]([C@H]2N(C1C(=O)OCC=C)C([C@@H]2[C@@H](C)O)=O)C)CC2C[C@H](N(C2)C(=O)OCC=C)C(NC)=O (allyl (1R,5S,6S)-2-[(2R,4S)-N-allyloxycarbonyl-2-[(2S)-N-allyloxycarbonyl-2-(methylcarbamoyl)pyrrolidin-4-ylmethyl]pyrrolidin-4-ylthio]-6-[(R)-1-hydroxyethyl]-1-methyl-1-carbapen-2-em-3-carboxylate). As a reaction SMILES: [OH:1][C@@H:2]([C@H:4]1[C:34](=[O:35])[N:6]2[C:7]([C:28]([O:30][CH2:31][CH:32]=[CH2:33])=[O:29])=[C:8](OP(OC3C=CC=CC=3)(OC3C=CC=CC=3)=O)[C@H:9]([CH3:10])[C@@H:5]12)[CH3:3].[CH2:36]([O:39][C:40]([N:42]1[CH2:46][C@@H:45]([SH:47])[CH2:44][C@H:43]1[CH2:48][CH:49]1[CH2:53][N:52]([C:54]([O:56][CH2:57][CH:58]=[CH2:59])=[O:55])[C@H:51]([C:60](=[O:63])[NH:61][CH3:62])[CH2:50]1)=[O:41])[CH:37]=[CH2:38].C(N(CC)C(C)C)(C)C>>[CH2:36]([O:39][C:40]([N:42]1[CH2:46][C@@H:45]([S:47][C:8]2[C@H:9]([CH3:10])[C@@H:5]3[C@@H:4]([C@H:2]([OH:1])[CH3:3])[C:34](=[O:35])[N:6]3[C:7]=2[C:28]([O:30][CH2:31][CH:32]=[CH2:33])=[O:29])[CH2:44][C@H:43]1[CH2:48][CH:49]1[CH2:53][N:52]([C:54]([O:56][CH2:57][CH:58]=[CH2:59])=[O:55])[C@H:51]([C:60](=[O:63])[NH:61][CH3:62])[CH2:50]1)=[O:41])[CH:37]=[CH2:38]. Procedure details: The same procedure as in Example 8-1 was carried out by using allyl (1R,5S,6S)-6-[(R)-1-hydroxyethyl]-1-methyl-2-diphenoxyphosphoryloxy-1-carbapen-2-em-3-carboxylate (204 mg, 0.41 mmol), (2R,4S)-N-allyloxycarbonyl-2-[(2S)-N-allyloxycarbonyl-2-(methylcarbamoyl)pyrrolidin-4-ylmethyl]-4-mercaptopyrrolidine (168 mg, 0.41 mmol) and N,N-diisopropylethylamine (71 μl, 0.41 mmol) to obtain allyl (1R,5S,6S)-2-[(2R,4S)-N-allyloxycarbonyl-2-[(2S)-N-allyloxycarbonyl-2-(methylcarbamoyl)pyrrolidin-4-ylmethyl]p... Reactants: O (water), C(=O)(OC)/C=C/C1=CC=C(C=C1)CC(C)=O (4-(E)-(2-carbomethoxyethenyl)phenylpropan-2-one), OC(CN)C1=CC=CC=C1 (2-hydroxy-2-phenylethanamine). The solvent is C1=CC=CC=C1 (benzene). Conditions: time 0.5 hour. Yields the product C(=O)(OC)/C=C/C1=CC=C(C=C1)CC(C)NCC(C1=CC=CC=C1)O (N-{2-(4-{(E)-2-Carbomethoxyethenyl}phenyl)-1-methylethyl}2-hydroxy-2-phenylethanamine). As a reaction SMILES: [C:1](/[CH:5]=[CH:6]/[C:7]1[CH:12]=[CH:11][C:10]([CH2:13][C:14](=O)[CH3:15])=[CH:9][CH:8]=1)([O:3][CH3:4])=[O:2].[OH:17][CH:18]([C:21]1[CH:26]=[CH:25][CH:24]=[CH:23][CH:22]=1)[CH2:19][NH2:20].O>C1C=CC=CC=1>[C:1](/[CH:5]=[CH:6]/[C:7]1[CH:12]=[CH:11][C:10]([CH2:13][CH:14]([NH:20][CH2:19][CH:18]([OH:17])[C:21]2[CH:26]=[CH:25][CH:24]=[CH:23][CH:22]=2)[CH3:15])=[CH:9][CH:8]=1)([O:3][CH3:4])=[O:2]. Reported procedure: A mixture of 4-(E)-(2-carbomethoxyethenyl)phenylpropan-2-one (2.18 g) and 2-hydroxy-2-phenylethanamine (1.37 g) was refluxed in benzene under a Dean and Stark apparatus until the theoretical amount of water had been collected. The solvent was evaporated, methanol added, and sodium borohydride (1.0 g) added portionwise at room temperature. The solution was left to stir for 0.5 h, and solvent removed. Water was added, the mixture extracted with ether and the combined ether layers dried (MgSO4). Re... Starting materials: C(C)(C)(C)OC(NC1=C(C=C(C=C1)C1CC1)CC(C1=CC=CC=C1)=O)=O (tert-butyl[4-cyclopropyl-2-(2-oxo-2-phenylethyl)phenyl]carbamate), FC(C(=O)O)(F)F (trifluoroacetic acid). The solvent is ClCCl (dichloromethane). Reaction conditions: time 23 hour. Product: C1(CC1)C=1C=C2C=C(NC2=CC1)C1=CC=CC=C1 (5-Cyclopropyl-2-phenyl-1H-indole). The yield is 85.1%. RXN SMILES: C(OC(=O)[NH:7][C:8]1[CH:13]=[CH:12][C:11]([CH:14]2[CH2:16][CH2:15]2)=[CH:10][C:9]=1[CH2:17][C:18](=O)[C:19]1[CH:24]=[CH:23][CH:22]=[CH:21][CH:20]=1)(C)(C)C.FC(F)(F)C(O)=O>ClCCl>[CH:14]1([C:11]2[CH:10]=[C:9]3[C:8](=[CH:13][CH:12]=2)[NH:7][C:18]([C:19]2[CH:24]=[CH:23][CH:22]=[CH:21][CH:20]=2)=[CH:17]3)[CH2:16][CH2:15]1. Procedure: To a solution of tert-butyl[4-cyclopropyl-2-(2-oxo-2-phenylethyl)phenyl]carbamate (561 mg) in dichloromethane (8 mL) was added dropwise trifluoroacetic acid (1.6 mL) under ice-cooling. The mixture was heated to room temperature, and then stirred for 23 hours. The reaction mixture was concentrated under reduced pressure. To the residue were added ethyl acetate and saturated aqueous sodium hydrogen carbonate solution to separate the organic layer. The organic layer was washed with saturated brine,... Starting materials: C(C)(=O)[N+]1(CCC(CC1)=C1C2=C(CCC=3C1=NC=C(C3)C)C=C(C=C2)Cl)[O-] (1-acetyl-4-(8-chloro-5,6-dihydro-3-methyl-11 H-benzo[5,6]cyclohepta[1,2-b]pyridin-11-ylidene)piperidine N-oxide), 1-acetyl-4-(3,8-dichloro-5,6-dihydro-11 H-benzo[5,6]cyclohepta-[1,2-b]pyridin-11-ylidine)piperidine N-oxide, O1C(CCC1)C(=O)N1CCC(CC1)=C1C2=C(CCC=3C1=NC=CC3)C=C(C=C2)Cl (1-(2-tetrahydrofuroyl)-4-(8-chloro-5,6-dihydro-11 H-benzo[5,6]cyclohepta-[1,2-b]pyridin-11-ylidene)piperidine). The product is N1=CC(=CC=C1)C(=O)N1CCC(CC1)=C1C2=C(CCC=3C1=NC=CC3)C=C(C=C2)Cl (1-(3-pyridinylcarbonyl)-4-(8-chloro-5,6-dihydro-11 H-benzo[5,6]cyclohepta-[1,2-b]pyridin-11-ylidene)piperidine). RXN SMILES: [C:1]([N+:4]1([O-])[CH2:9][CH2:8][C:7](=[C:10]2[C:16]3=[N:17][CH:18]=[C:19](C)[CH:20]=[C:15]3[CH2:14][CH2:13][C:12]3[CH:22]=[C:23]([Cl:26])[CH:24]=[CH:25][C:11]2=3)[CH2:6][CH2:5]1)(=[O:3])[CH3:2].O1CC[CH2:30][CH:29]1[C:33]([N:35]1CCC(=C2C3=NC=CC=C3CCC3C=C(Cl)C=CC2=3)C[CH2:36]1)=O>>[N:35]1[CH:33]=[CH:29][CH:30]=[C:2]([C:1]([N:4]2[CH2:5][CH2:6][C:7](=[C:10]3[C:16]4=[N:17][CH:18]=[CH:19][CH:20]=[C:15]4[CH2:14][CH2:13][C:12]4[CH:22]=[C:23]([Cl:26])[CH:24]=[CH:25][C:11]3=4)[CH2:8][CH2:9]2)=[O:3])[CH:36]=1. Procedure details: 1-acetyl-4-(8-chloro-5,6-dihydro-3-methyl-11 H-benzo[5,6]cyclohepta[1,2-b]pyridin-11-ylidene)piperidine N-oxide, i.e., ##STR7## 1-acetyl-4-(3,8-dichloro-5,6-dihydro-11 H-benzo[5,6]cyclohepta-[1,2-b]pyridin-11-ylidine)piperidine N-oxide, i.e., ##STR8## 1-(2-tetrahydrofuroyl)-4-(8-chloro-5,6-dihydro-11 H-benzo[5,6]cyclohepta-[1,2-b]pyridin-11-ylidene)piperidine; The reactants are BrCCCC(C#N)(C(C)C)C1=CC(=C(C=C1)OC)OC (5-Bromo-2-(3,4-dimethoxyphenyl)-2-isopropylpentanenitrile), CNCCC1=CC=CC=C1 (N-methyl-2-phenylethanamine). Yields the product COC=1C=C(C=CC1OC)C(C#N)(CCCN(CCC1=CC=CC=C1)C)C(C)C (2-(3,4-dimethoxyphenyl)-2-isopropyl-5-(methyl(phenethyl)amino)pentanenitrile). As a reaction SMILES: Br[CH2:2][CH2:3][CH2:4][C:5]([C:11]1[CH:16]=[CH:15][C:14]([O:17][CH3:18])=[C:13]([O:19][CH3:20])[CH:12]=1)([CH:8]([CH3:10])[CH3:9])[C:6]#[N:7].[CH3:21][NH:22][CH2:23][CH2:24][C:25]1[CH:30]=[CH:29][CH:28]=[CH:27][CH:26]=1>>[CH3:20][O:19][C:13]1[CH:12]=[C:11]([C:5]([CH:8]([CH3:10])[CH3:9])([CH2:4][CH2:3][CH2:2][N:22]([CH3:21])[CH2:23][CH2:24][C:25]2[CH:30]=[CH:29][CH:28]=[CH:27][CH:26]=2)[C:6]#[N:7])[CH:16]=[CH:15][C:14]=1[O:17][CH3:18]. Procedure details: Reaction of 1f with N-methyl-2-phenylethanamine produced 2-(3,4-dimethoxyphenyl)-2-isopropyl-5-(methyl(phenethyl)amino)pentanenitrile which was further reacted in a manner analogous to the procedure reported in Liang, C. D. et al., Tetrahedron Lett., (1986) 27, 1971-1974. Reactants: C(C)(=O)OCC (ethyl acetate), [N+](#[C-])CC(=O)OC (methyl isocyanoacetate), N12CCCCCC2=NCCC1 (1,8-diazabicyclo[5.4.0]undec-7-ene), C(C)(=O)OC(C)=O (acetic anhydride). Run in C1CCOC1 (THF), C1CCOC1 (THF). Reaction conditions: temperature 0 celsius, time 8 hour. The product is CC1=C(N=CO1)C(=O)OC (methyl 5-methyl-4-oxazolecarboxylate). RXN SMILES: [N+:1]([CH2:3][C:4]([O:6][CH3:7])=[O:5])#[C-:2].N12CCCN=C1CCCCC2.[C:19](OC(=O)C)(=[O:21])[CH3:20].C(OCC)(=O)C>C1COCC1>[CH3:20][C:19]1[O:21][CH:2]=[N:1][C:3]=1[C:4]([O:6][CH3:7])=[O:5]. Procedure details: A stirred mixture of 10.0 g of methyl isocyanoacetate, 15.1 g of 1,8-diazabicyclo[5.4.0]undec-7-ene (DBU) and 133 ml of anhydrous THF was cooled to 0° C., and a solution of 10.2 g of acetic anhydride in 33 ml of THF was added dropwise over 15 minutes. The mixture was stirred overnight at room temperature and stripped of solvent. The residue was mixed with 250 ml of ethyl acetate, the mixture was washed with water, dried (MgSO4), filtered and stripped of solvent. The residue was chromatographed o...